From a dataset of the Open Reaction Database (ORD), a public repository of structured organic reaction records. describe an organic reaction: reactants, conditions, products, and yield Reactants: C(C)(=O)OC(C)=O (acetic anhydride), CC(=O)OCC1=C2C=CC=CC2=C(C3=CC=CC=C31)COC(=O)C (acetic), BrC=1C=C2CCCC(C2=CC1)(C)C (6-bromo-1,2,3,4-tetrahydro-1,1-dimethylnaphthalene), BrC=1C=C2CCCC(C2=CC1)(C)C (6-bromo-1,2,3,4-tetrahydro-1,1-dimethylnaphthalene). Reagents/catalysts: [O-2].[O-2].[O-2].[Cr+6] (chromium trioxide). The solvent is C1=CC=CC=C1 (benzene). Reaction conditions: time 1 hour. The product is BrC1=CC=C2C(CCC(C2=C1)=O)(C)C (7-Bromo-3,4-dihydro-4,4-dimethylnaphthalen-1(2H)-one). As a reaction SMILES: C(O[C:5](=[O:7])[CH3:6])(=O)C.CC(OCC1C2C(=CC=CC=2)C(COC(C)=O)=C2C=1C=CC=C2)=O.[Br:32][C:33]1[CH:34]=C2[C:40](=[CH:41][CH:42]=1)[C:39]([CH3:44])([CH3:43])[CH2:38][CH2:37]C2>C1C=CC=CC=1.[O-2].[O-2].[O-2].[Cr+6]>[Br:32][C:33]1[CH:34]=[C:6]2[C:40]([C:39]([CH3:43])([CH3:44])[CH2:38][CH2:37][C:5]2=[O:7])=[CH:41][CH:42]=1 |f:4.5.6.7|. Procedure: To a cold mixture (0° C.) of 209 g (200 mmol) of chromium trioxide, 100 ml (1.06 mol) of acetic anhydride and 200 ml (3.5 mol) of acetic a 1 acid was added a solution of 10 g (41.8 mmol) of 6-bromo-1,2,3,4-tetrahydro-1,1-dimethylnaphthalene (Compound F) in 125 ml of benzene. The reaction mixture was stirred for 1 hour, quenched with ice cold water and extracted with Et2O (3×100 ml). The organic layer was dried over MgSO4, concentrated in vacuo, and purified by column chromatography (silica, 10% ... The reactants are CC1=CC=C(S1)C=1N=C2SC3=C(N2C1CC(=O)O)C=CC=C3 (2-(5-methylthien-2-yl)imidazo[2,1-b]-benzothiazole-3-acetic acid), N,N'-carbonyldiimidazole, C(CC)N (propylamine). The solvent is O1CCCC1 (tetrahydrofuran), O1CCCC1 (tetrahydrofuran). Conditions: time 4 hour. The product is CC1=CC=C(S1)C=1N=C2SC3=C(N2C1CC(=O)NCCC)C=CC=C3 (2-(5-Methylthien-2-yl) -N-propylimidazo[2,1-b]-benzothiazole-3-acetamide). Yield: 59.5%. RXN SMILES: [CH3:1][C:2]1[S:6][C:5]([C:7]2[N:8]=[C:9]3[N:13]([C:14]=2[CH2:15][C:16](O)=[O:17])[C:12]2[CH:19]=[CH:20][CH:21]=[CH:22][C:11]=2[S:10]3)=[CH:4][CH:3]=1.[CH2:23]([NH2:26])[CH2:24][CH3:25]>O1CCCC1>[CH3:1][C:2]1[S:6][C:5]([C:7]2[N:8]=[C:9]3[N:13]([C:14]=2[CH2:15][C:16]([NH:26][CH2:23][CH2:24][CH3:25])=[O:17])[C:12]2[CH:19]=[CH:20][CH:21]=[CH:22][C:11]=2[S:10]3)=[CH:4][CH:3]=1. Reported procedure: 1.6 g (0.005 mole) of 2-(5-methylthien-2-yl)imidazo[2,1-b]-benzothiazole-3-acetic acid are treated, at room temperature, with 0.85 g (0.005 mole) of N,N'-carbonyldiimidazole in 30 ml of anhydrous tetrahydrofuran for 3 h 30 min. A solution composed of 3 g (0.05 mole) of propylamine in 10 ml of anhydrous tetrahydrofuran is added and the mixture is stirred for 4 h at room temperature. The solvent is evaporated under reduced pressure, the compound is collected by filtration, it is washed with water ... Reactants: CC#N, Cl, COC(=O)c1nc(Cl)c(Cl)nc1N, O. Product: COC(=O)c1nc(Cl)c(Cl)nc1Cl. RXN SMILES: [CH3:15][C:16]#[N:17].[ClH:14].[NH2:1][c:2]1[c:3]([C:10](=[O:11])[O:12][CH3:13])[n:4][c:5]([Cl:9])[c:6]([Cl:8])[n:7]1.[OH2:18]>>[c:2]1([Cl:14])[c:3]([C:10](=[O:11])[O:12][CH3:13])[n:4][c:5]([Cl:9])[c:6]([Cl:8])[n:7]1. Starting materials: CC=1N=C(N2N=C(N=CC21)SC)C2=CC=CC=C2 (5-methyl-2-(methylthio)-7-phenylimidazo[5,1-f][1,2,4]triazine), CC=1N=C(N2N=C(N=CC21)S(=O)(=O)C)C2=CC=CC=C2 (5-Methyl-2-(methylsulfonyl)-7-phenylimidazo[5,1-f][1,2,4]triazine), COC1=CC=C(C=C1)N (p-anisidine), C1(=CC=C(C=C1)S(=O)(=O)O)C (p-toluenesulfonic acid). The solvent is O1CCCC1 (tetrahydrofuran). The product is CC=1N=C(N2N=C(N=CC21)NC2=CC=C(C=C2)OC)C2=CC=CC=C2 (5-methyl-N-[4-(methyloxy)phenyl]-7-phenylimidazo[5,1-f][1,2,4]triazin-2-amine). Isolated yield 23.2%. As a reaction SMILES: [CH3:1][C:2]1[N:3]=[C:4]([C:13]2[CH:18]=[CH:17][CH:16]=[CH:15][CH:14]=2)[N:5]2[C:10]=1[CH:9]=[N:8][C:7](SC)=[N:6]2.CC1N=C(C2C=CC=CC=2)N2C=1C=NC(S(C)(=O)=O)=N2.[CH3:39][O:40][C:41]1[CH:46]=[CH:45][C:44]([NH2:47])=[CH:43][CH:42]=1.C1(C)C=CC(S(O)(=O)=O)=CC=1>O1CCCC1>[CH3:1][C:2]1[N:3]=[C:4]([C:13]2[CH:18]=[CH:17][CH:16]=[CH:15][CH:14]=2)[N:5]2[C:10]=1[CH:9]=[N:8][C:7]([NH:47][C:44]1[CH:45]=[CH:46][C:41]([O:40][CH3:39])=[CH:42][CH:43]=1)=[N:6]2. Procedure: A mixture of 5-methyl-2-(methylthio)-7-phenylimidazo[5,1-f][1,2,4]triazine (Intermediate 72) (75 mg, 0.26 mmol), p-anisidine (32 mg, 0.26 mmol) and p-toluenesulfonic acid (5 mg, 0.03 mmol) in tetrahydrofuran (5 mL) was stirred at reflux overnight. The mixture was then reduced under vacuum, and purified by chromatography on silica gel eluting with 40% ethyl acetate in petrol to give a solid which was purified further by trituration with diethyl ether to afford 5-methyl-N-[4-(methyloxy)phenyl]-7-p... The reactants are FC(C=1C=C(C=CC1)NC1=C(C=O)C=CC=C1)(F)F (2-[[3-(trifluoromethyl)phenyl]amino]benzaldehyde), S1C(=S)NC(=O)C1 (rhodanine), NCCC(=O)O (β-alanine). The solvent is C(C)(=O)O (acetic acid). The product is S=C1S\C(\C(N1)=O)=C/C1=C(C=CC=C1)NC1=CC(=CC=C1)C(F)(F)F ((Z)-2-thioxo-5-[[2-[[3-(trifluoromethyl)phenyl]amino]phenyl]methylene]-4-thiazolidinone). The yield is 66.4%. RXN SMILES: [F:1][C:2]([F:19])([F:18])[C:3]1[CH:4]=[C:5]([NH:9][C:10]2[CH:17]=[CH:16][CH:15]=[CH:14][C:11]=2[CH:12]=O)[CH:6]=[CH:7][CH:8]=1.[S:20]1[CH2:26][C:24](=[O:25])[NH:23][C:21]1=[S:22].NCCC(O)=O>C(O)(=O)C>[S:22]=[C:21]1[NH:23][C:24](=[O:25])/[C:26](=[CH:12]/[C:11]2[CH:14]=[CH:15][CH:16]=[CH:17][C:10]=2[NH:9][C:5]2[CH:6]=[CH:7][CH:8]=[C:3]([C:2]([F:19])([F:18])[F:1])[CH:4]=2)/[S:20]1. Reported procedure: To a room temperature solution of 2-[[3-(trifluoromethyl)phenyl]amino]benzaldehyde (749 mg, 2.83 mmols) and rhodanine (398 mg, 2.99 mmols) in 20 mL of acetic acid is added β-alanine (382 mg, 4.29 mmols). The solution is heated at reflux for 45 min. During this time a thick precipitate forms. The mixture is filtered hot, washing with an additional 10 mL of acetic acid, to provide 715 mg (66%) of (Z)-2-thioxo-5-[[2-[[3-(trifluoromethyl)phenyl]amino]phenyl]methylene]-4-thiazolidinone as a bright re... Product: COC(=O)C(Cc1cnc(Cl)nc1Cl)c1ccccc1. As a reaction SMILES: [CH2:11]([Li:12])[CH2:13][CH2:14][CH3:15].[CH3:16][O:17][C:18]([CH2:19][c:20]1[cH:21][cH:22][cH:23][cH:24][cH:25]1)=[O:26].[CH3:42][CH2:43][O:44][C:45](=[O:46])[CH3:47].[CH:1]([NH:2][CH:3]1[CH2:4][CH2:5][CH2:6][CH2:7][CH2:8]1)([CH3:9])[CH3:10].[Cl:27][c:28]1[n:29][cH:30][c:31]([CH2:35][I:36])[c:32]([Cl:34])[n:33]1.[O:37]1[CH2:38][CH2:39][CH2:40][CH2:41]1>>[CH3:16][O:17][C:18]([CH:19]([c:20]1[cH:21][cH:22][cH:23][cH:24][cH:25]1)[CH2:35][c:31]1[cH:30][n:29][c:28]([Cl:27])[n:33][c:32]1[Cl:34])=[O:26]. Reactants: [Li]CCCC, COC(=O)Cc1ccccc1, CCOC(C)=O, CC(C)NC1CCCCC1, Clc1ncc(CI)c(Cl)n1, C1CCOC1.